Dataset: the Open Reaction Database (ORD), a public repository of structured organic reaction records. Task: describe an organic reaction: reactants, conditions, products, and yield The reactants are C(C1=CC=CC=C1)OC(COC1=C2C=C(N(C2=CC2=C1C=CC=C2)CC2=CC=CC=C2)CC)=O ((1-benzyl-2-ethyl-1H-benzo[f]indol-4-yloxy)acetic acid benzyl ester), C(C1=CC=CC=C1)N1C(=CC=2C(C3=C(CC12)C=CC=C3)=O)CC (1-benzyl-2-ethyl-1,9-dihydrobenzo[f]indol-4-one), C([O-])([O-])=O.[Cs+].[Cs+] (cesium carbonate), BrCC(=O)OCC (ethyl bromoacetate). Solvent: CN(C=O)C (N,N-dimethylformamide), O (water). Run at time 20 hour. Product: C(C1=CC=CC=C1)OC(COC1=C2C(=C(N(C2=CC2=C1C=CC=C2)CC2=CC=CC=C2)CC)C(C(=O)N)=O)=O (2-[[3-(2-amino-1,2-dioxoethyl)-1-benzyl-2-ethyl-1H-benz[f]indol-4-yl]oxy]acetic acid benzyl ester). The yield is 40.0%. Reaction SMILES: [CH2:1]([O:8][C:9](=[O:34])[CH2:10][O:11][C:12]1[C:20]2[CH:21]=[CH:22][CH:23]=[CH:24][C:19]=2[CH:18]=[C:17]2[C:13]=1[CH:14]=[C:15]([CH2:32][CH3:33])[N:16]2[CH2:25][C:26]1[CH:31]=[CH:30][CH:29]=[CH:28][CH:27]=1)[C:2]1[CH:7]=[CH:6][CH:5]=[CH:4][CH:3]=1.C([N:42]1C2CC3C=CC=CC=3C(=O)C=2C=C1CC)C1C=CC=CC=1.[C:58](=[O:61])([O-])[O-].[Cs+].[Cs+].BrCC([O:68][CH2:69]C)=O>CN(C)C=O.O>[CH2:1]([O:8][C:9](=[O:34])[CH2:10][O:11][C:12]1[C:20]2[CH:21]=[CH:22][CH:23]=[CH:24][C:19]=2[CH:18]=[C:17]2[C:13]=1[C:14]([C:58](=[O:61])[C:69]([NH2:42])=[O:68])=[C:15]([CH2:32][CH3:33])[N:16]2[CH2:25][C:26]1[CH:27]=[CH:28][CH:29]=[CH:30][CH:31]=1)[C:2]1[CH:7]=[CH:6][CH:5]=[CH:4][CH:3]=1 |f:2.3.4|. Procedure details: Preparation of (1-benzyl-2-ethyl-1H-benzo[f]indol-4-yloxy)acetic acid benzyl ester. A mixture of 1-benzyl-2-ethyl-1,9-dihydrobenzo[f]indol-4-one (200 mg, 0.67 mmol), cesium carbonate (436 mg, 1.39 mmol), and ethyl bromoacetate (0.21 mL, 1.34 mmol) in N,N-dimethylformamide (5 mL) was stirred at room temperature for 20 h. The mixture was diluted with water and the resulting solution extracted three times with ethyl acetate. The combined ethyl acetate extracts were washed three times with water, fi...